Dataset: the Open Reaction Database (ORD), a public repository of structured organic reaction records. Task: describe an organic reaction: reactants, conditions, products, and yield Reactants: CCOc1cc(C(C)(C)C)ncc1C1=NC(C)(c2ccc(Cl)cc2)C(C)(c2ccc(Cl)cc2)N1C(=O)N1CCC(CC(=O)O)CC1, CC(C)NC1CCCCC1. Yields the product CCOc1cc(C(C)(C)C)ncc1C1=NC(C)(c2ccc(Cl)cc2)C(C)(c2ccc(Cl)cc2)N1C(=O)N1CCC(CC(=O)N(C(C)C)C2CCCCC2)CC1. RXN SMILES: [C:1]([CH3:2])([CH3:3])([CH3:4])[c:5]1[cH:6][c:7]([O:44][CH2:45][CH3:46])[c:8]([C:11]2=[N:15][C:14]([CH3:16])([c:17]3[cH:18][cH:19][c:20]([Cl:23])[cH:21][cH:22]3)[C:13]([CH3:24])([c:25]3[cH:26][cH:27][c:28]([Cl:31])[cH:29][cH:30]3)[N:12]2[C:32](=[O:33])[N:34]2[CH2:35][CH2:36][CH:37]([CH2:40][C:41](=[O:42])[OH:43])[CH2:38][CH2:39]2)[cH:9][n:10]1.[CH:47]1([NH:53][CH:54]([CH3:55])[CH3:56])[CH2:48][CH2:49][CH2:50][CH2:51][CH2:52]1>>[C:1]([CH3:2])([CH3:3])([CH3:4])[c:5]1[cH:6][c:7]([O:44][CH2:45][CH3:46])[c:8]([C:11]2=[N:15][C:14]([CH3:16])([c:17]3[cH:18][cH:19][c:20]([Cl:23])[cH:21][cH:22]3)[C:13]([CH3:24])([c:25]3[cH:26][cH:27][c:28]([Cl:31])[cH:29][cH:30]3)[N:12]2[C:32](=[O:33])[N:34]2[CH2:35][CH2:36][CH:37]([CH2:40][C:41](=[O:42])[N:53]([CH:47]3[CH2:48][CH2:49][CH2:50][CH2:51][CH2:52]3)[CH:54]([CH3:55])[CH3:56])[CH2:38][CH2:39]2)[cH:9][n:10]1. Reactants: N1=CC=C(C=C1)CCCl (2-(4-pyridyl)ethyl chloride), SCCO (2-mercaptoethanol). The product is OCCSCCC1=CC=NC=C1 (4-[2-(2-hydroxyethylthio)ethyl]pyridine). RXN SMILES: [N:1]1[CH:6]=[CH:5][C:4]([CH2:7][CH2:8]Cl)=[CH:3][CH:2]=1.[SH:10][CH2:11][CH2:12][OH:13]>>[OH:13][CH2:12][CH2:11][S:10][CH2:8][CH2:7][C:4]1[CH:5]=[CH:6][N:1]=[CH:2][CH:3]=1. Procedure: Using the procedures of Examples 1 to 4, 2-(4-pyridyl)ethyl chloride is reacted with 2-mercaptoethanol to yield 4-[2-(2-hydroxyethylthio)ethyl]pyridine, with 3-mercapto-2-butanol to yield 4-[2-(3-hydroxy-2-butylthio)ethyl]pyridine, with 3-mercapto-1,2-propanediol to yield 4-[2-(2,3-dihydroxy-1-propylthio)ethyl]pyridine, with 2-mercaptophenol to yield 4-[2-(2-hydroxyphenylthio)ethyl]pyridine, with methyl mercaptoacetate (preferably in methanol rather than ethanol solution) to yield methyl 2-[2-(4... The reactants are C[O-].[Na+] (Sodium methoxide), ClCC1=C(C=CC(=C1)[N+](=O)[O-])CC (α-chloro-2-ethyl-5-nitrotoluene). The solvent is CO (methanol). Reaction conditions: temperature 3 celsius. The product is COCC1=C(C=CC(=C1)[N+](=O)[O-])CC (2-ethyl-5-nitrobenzyl methyl ether). RXN SMILES: [CH3:1][O-:2].[Na+].Cl[CH2:5][C:6]1[CH:11]=[C:10]([N+:12]([O-:14])=[O:13])[CH:9]=[CH:8][C:7]=1[CH2:15][CH3:16]>CO>[CH3:1][O:2][CH2:5][C:6]1[CH:11]=[C:10]([N+:12]([O-:14])=[O:13])[CH:9]=[CH:8][C:7]=1[CH2:15][CH3:16] |f:0.1|. Procedure: Sodium methoxide is added portionwise to a solution of 150.0 g of α-chloro-2-ethyl-5-nitrotoluene in 1.15 l. of methanol maintained between 18° C. and 30° C. The mixture is refluxed for 2 hours, cooled to 3° C., and filtered. The filtrate is concentrated under vacuum and the resulting slurry shaken with saturated aqueous sodium chloride and methylene chloride. The methylene chloride layer is washed, filtered through sodium sulfate, and stirred over magnesium sulfate. The filtered solution is con... Reactants: [O-2].[Mg+2] (magnesium oxide), C(C)(=O)O.C(C)(=O)O.IC1=CC=CC=C1 (iodobenzene diacetate), FC(C(=O)NC1=CC=C(C=C1)SC)(F)F (2,2,2-trifluoro-N-(4-methylsulphanylphenyl)acetamide), FC(F)(F)S(=O)(=O)N (trifluoromethylsulphonamide). The yield is 91.0%. RXN SMILES: [F:1][C:2]([F:15])([F:14])[C:3]([NH:5][C:6]1[CH:11]=[CH:10][C:9]([S:12][CH3:13])=[CH:8][CH:7]=1)=[O:4].[F:16][C:17]([S:20]([NH2:23])(=[O:22])=[O:21])([F:19])[F:18].[O-2].[Mg+2].C(O)(=O)C.C(O)(=O)C.IC1C=CC=CC=1>CC([O-])=O.CC([O-])=O.CC([O-])=O.CC([O-])=O.[Rh+2].[Rh+2].ClCCl>[CH3:13][S:12]([C:9]1[CH:10]=[CH:11][C:6]([NH:5][C:3](=[O:4])[C:2]([F:1])([F:14])[F:15])=[CH:7][CH:8]=1)=[N:23][S:20]([C:17]([F:19])([F:18])[F:16])(=[O:22])=[O:21] |f:2.3,4.5.6,7.8.9.10.11.12|. The solvent is ClCCl (dichloromethane). Reported procedure: 2.44 g (10.4 mmol) of 2,2,2-trifluoro-N-(4-methylsulphanylphenyl)acetamide and 2.80 g (18.8 mmol) of trifluoromethylsulphonamide are mixed with 145 ml of dichloromethane. 2.09 g (51.9 mmol) of magnesium oxide, 460 mg (1.04 mmol) of rhodium(II) acetate dimer and 6.68 g (20.75 mmol) of iodobenzene diacetate are added to the mixture. The mixture is stirred at room temperature for 1 hour and then filtered, and the filter cake is washed with dichloromethane. On concentration of the filtrate, crystals... Product: CS(=NS(=O)(=O)C(F)(F)F)C1=CC=C(C=C1)NC(C(F)(F)F)=O ((RS)—S-Methyl-S-{4-[(trifluoroacetyl)amino]phenyl}-N-[(trifluoromethyl)sulphonyl]sulphimide). The reagents and catalysts are CC(=O)[O-].CC(=O)[O-].CC(=O)[O-].CC(=O)[O-].[Rh+2].[Rh+2] (rhodium(II) acetate dimer). Run at time 1 hour.